describe an organic reaction: reactants, conditions, products, and yield From a dataset of the Open Reaction Database (ORD), a public repository of structured organic reaction records. Starting materials: NC(CO)C1=CC=C(C=C1)Br (2-amino-2-(4-bromophenyl)ethanol), N(=C=S)C1=CC=C(C=C1)C1=NN(C=N1)C1=CC=C(C=C1)C(F)(F)F (3-(4-isothiocyanatophenyl)-1-(4-(trifluoromethyl)phenyl)-1H-1,2,4-triazole). Product: BrC1=CC=C(C=C1)C(CO)NC(=S)NC1=CC=C(C=C1)C1=NN(C=N1)C1=CC=C(C=C1)C(F)(F)F (1-(1-(4-Bromophenyl)-2-hydroxyethyl)-3-(4-(1-(4-(trifluoromethyl)phenyl)-1H-1,2,4-triazol-3-yl)phenyl)thiourea), solid. Isolated yield 99.0%. Reaction SMILES: [NH2:1][CH:2]([C:5]1[CH:10]=[CH:9][C:8]([Br:11])=[CH:7][CH:6]=1)[CH2:3][OH:4].[N:12]([C:15]1[CH:20]=[CH:19][C:18]([C:21]2[N:25]=[CH:24][N:23]([C:26]3[CH:31]=[CH:30][C:29]([C:32]([F:35])([F:34])[F:33])=[CH:28][CH:27]=3)[N:22]=2)=[CH:17][CH:16]=1)=[C:13]=[S:14]>>[Br:11][C:8]1[CH:9]=[CH:10][C:5]([CH:2]([NH:1][C:13]([NH:12][C:15]2[CH:20]=[CH:19][C:18]([C:21]3[N:25]=[CH:24][N:23]([C:26]4[CH:31]=[CH:30][C:29]([C:32]([F:35])([F:33])[F:34])=[CH:28][CH:27]=4)[N:22]=3)=[CH:17][CH:16]=2)=[S:14])[CH2:3][OH:4])=[CH:6][CH:7]=1. Procedure details: The title compound was prepared with 2-amino-2-(4-bromophenyl)ethanol and 3-(4-isothiocyanatophenyl)-1-(4-(trifluoromethyl)phenyl)-1H-1,2,4-triazole and isolated as a white solid (1.56 g, 99%): 1H NMR (400 MHz, CDCl3) δ 8.72 (s, 1H), 8.32-8.22 (m, 2H), 7.92 (d, J=8.0 Hz, 2H), 7.82 (d, J=8.4 Hz, 2H), 7.45-7.28 (m, 8H), 7.20 (d, J=8.0 Hz, 1H), 5.69 (s, 1H), 4.11-3.86 (m, 2H); ESIMS m/z 562 ([M+H]+). The reactants are OC[C@H]1C[C@@H]2N(CCN(C2)C2=NC=C(C=C2)Cl)C1 ((7S,8aS)-7-hydroxymethyl-2-(5-chloropyridin-2-yl)-1,2,3,4,6,7,8,8a-octahydro-pyrrolo[1,2-a]pyrazine), FC1=CC=C(C=C1)O (4-fluorophenol), C1(=CC=CC=C1)P(C1=CC=CC=C1)C1=CC=CC=C1 (triphenylphosphine), N(=NC(=O)OCC)C(=O)OCC (diethyl azodicarboxylate). Run in C1CCOC1 (THF). Yields the product FC1=CC=C(OC[C@H]2C[C@@H]3N(CCN(C3)C3=NC=C(C=C3)Cl)C2)C=C1 ((7S,8aS)-7-(4-Fluorophenoxy)methyl-2-(5-chloropyridin-2-yl)-1,2,3,4,6,7,8,8a-octahydro-pyrrolo[1,2-a]pyrazine). The yield is 71.3%. RXN SMILES: [OH:1][CH2:2][C@@H:3]1[CH2:18][N:6]2[CH2:7][CH2:8][N:9]([C:11]3[CH:16]=[CH:15][C:14]([Cl:17])=[CH:13][N:12]=3)[CH2:10][C@@H:5]2[CH2:4]1.[F:19][C:20]1[CH:25]=[CH:24][C:23](O)=[CH:22][CH:21]=1.C1(P(C2C=CC=CC=2)C2C=CC=CC=2)C=CC=CC=1.N(C(OCC)=O)=NC(OCC)=O>C1COCC1>[F:19][C:20]1[CH:25]=[CH:24][C:23]([O:1][CH2:2][C@@H:3]2[CH2:18][N:6]3[CH2:7][CH2:8][N:9]([C:11]4[CH:16]=[CH:15][C:14]([Cl:17])=[CH:13][N:12]=4)[CH2:10][C@@H:5]3[CH2:4]2)=[CH:22][CH:21]=1. Procedure details: A solution of 0.25 g (0.93 mmol) of (7S,8aS)-7-hydroxymethyl-2-(5-chloropyridin-2-yl)-1,2,3,4,6,7,8,8a-octahydro-pyrrolo[1,2-a]pyrazine (Preparation 14), 0.157 g (1.40 mmol) of 4-fluorophenol, 0.29 g (1.12 mmol) of triphenylphosphine and 0.18 mL (1.1 mmol) of diethyl azodicarboxylate (DEAD) in 10 mL of dry THF was stirred at ambient temperature for 16 h. The solvent was evaporated, the residue was dissolved in chloroform and washed with 1M sodium hydroxide. The organic phase was dried (magnesium... Starting materials: Ethyl ester, BrCC1=C(OC2=C(C=CC=C2C1=O)C(=O)O)C1=CC=CC=C1 (3-bromomethylflavone-8-carboxylic acid), CNC (dimethylamine), resultant product. The product is CN(C)CC1=C(OC2=C(C=CC=C2C1=O)CO)C1=CC=CC=C1 (3-dimethylaminomethylflavone-8-methanol). Reaction SMILES: Br[CH2:2][C:3]1[C:12](=[O:13])[C:11]2[C:6](=[C:7]([C:14](O)=[O:15])[CH:8]=[CH:9][CH:10]=2)[O:5][C:4]=1[C:17]1[CH:22]=[CH:21][CH:20]=[CH:19][CH:18]=1.[CH3:23][NH:24][CH3:25]>>[CH3:23][N:24]([CH2:2][C:3]1[C:12](=[O:13])[C:11]2[C:6](=[C:7]([CH2:14][OH:15])[CH:8]=[CH:9][CH:10]=2)[O:5][C:4]=1[C:17]1[CH:22]=[CH:21][CH:20]=[CH:19][CH:18]=1)[CH3:25]. Reported procedure: Ethyl ester of 3-bromomethylflavone-8-carboxylic acid was reacted with dimethylamine in a conventional manner and the resultant product was reduced to give 3-dimethylaminomethylflavone-8-methanol. Reactants: Cc1ncccc1Oc1cc(Br)cnc1C#N, [H-], [Na+], CN(C)C=O, O, S=c1cccc[nH]1. Product: Cc1ncccc1Oc1cc(Sc2ccccn2)cnc1C#N. Reaction SMILES: [Br:1][c:2]1[cH:3][c:4]([O:10][c:11]2[c:12]([CH3:17])[n:13][cH:14][cH:15][cH:16]2)[c:5]([C:8]#[N:9])[n:6][cH:7]1.[H-:26].[Na+:25].[O:28]=[CH:29][N:30]([CH3:31])[CH3:32].[OH2:27].[nH:18]1[c:19](=[S:24])[cH:20][cH:21][cH:22][cH:23]1>>[c:2]1([S:24][c:19]2[n:18][cH:23][cH:22][cH:21][cH:20]2)[cH:3][c:4]([O:10][c:11]2[c:12]([CH3:17])[n:13][cH:14][cH:15][cH:16]2)[c:5]([C:8]#[N:9])[n:6][cH:7]1. The reactants are BrCc1ccccc1, O=C([O-])[O-], CC(C)O, CC(C)=O, [K+], [K+], CS(=O)(=O)OCC1COc2c(O)cccc2O1. Yields the product CS(=O)(=O)OCC1COc2c(OCc3ccccc3)cccc2O1. Reaction SMILES: [Br:18][CH2:19][c:20]1[cH:21][cH:22][cH:23][cH:24][cH:25]1.[C:26](=[O:27])([O-:28])[O-:29].[CH3:32][CH:33]([OH:34])[CH3:35].[CH3:36][C:37](=[O:38])[CH3:39].[K+:30].[K+:31].[OH:1][c:2]1[cH:3][cH:4][cH:5][c:6]2[c:11]1[O:10][CH2:9][CH:8]([CH2:12][O:13][S:14](=[O:15])(=[O:16])[CH3:17])[O:7]2>>[O:1]([c:2]1[cH:3][cH:4][cH:5][c:6]2[c:11]1[O:10][CH2:9][CH:8]([CH2:12][O:13][S:14](=[O:15])(=[O:16])[CH3:17])[O:7]2)[CH2:19][c:20]1[cH:21][cH:22][cH:23][cH:24][cH:25]1. The reactants are CN1CCOCC1 (4-methylmorpholine), BrC1=CC=C(S1)C(=O)O (5-bromothiophene-2-carboxylic acid), Cl.Cl.COC(C(CN)NC1=NC=CC=N1)=O (3-amino-2-(pyrimidin-2-ylamino)-propionic acid methyl ester bis-hydrochloride salt), 1-[3-(dimethylamino)propyl]-3-ethylcarboiimide hydrochloride, ON1N=NC2=C1C=CC=C2 (1-hydroxybenzotriazole). The solvent is CN(C)C=O (DMF). Reaction conditions: time 8 hour. The product is COC(C(CNC(=O)C=1SC(=CC1)Br)NC1=NC=CC=N1)=O (3-[(5-Bromo-thiophene-2-carbonyl)-amino]-2-(pyrimidin-2-ylamino)-propionic acid methyl ester). Isolated yield 80.5%. Reaction SMILES: CN1CCOCC1.[Br:8][C:9]1[S:13][C:12]([C:14]([OH:16])=O)=[CH:11][CH:10]=1.Cl.Cl.[CH3:19][O:20][C:21](=[O:32])[CH:22]([NH:25][C:26]1[N:31]=[CH:30][CH:29]=[CH:28][N:27]=1)[CH2:23][NH2:24].ON1C2C=CC=CC=2N=N1>CN(C=O)C>[CH3:19][O:20][C:21](=[O:32])[CH:22]([NH:25][C:26]1[N:27]=[CH:28][CH:29]=[CH:30][N:31]=1)[CH2:23][NH:24][C:14]([C:12]1[S:13][C:9]([Br:8])=[CH:10][CH:11]=1)=[O:16] |f:2.3.4|. Procedure details: 4-methylmorpholine (0.23 mL, 2.10 mmol) was added to a mixture of 5-bromothiophene-2-carboxylic acid (124 mg, 0.60 mmol), 3-amino-2-(pyrimidin-2-ylamino)-propionic acid methyl ester bis-hydrochloride salt (161 mg, 0.60 mmol), 1-[3-(dimethylamino)propyl]-3-ethylcarboiimide hydrochloride (115 mg, 0.60 mmol) and 1-hydroxybenzotriazole (81 mg, 0.60 mmol) in dry DMF (2 mL). The mixture was stirred at room temperature overnight. The reaction mixture was concentrated, solvent removed in vacuo and the r... As a reaction SMILES: [Br:1][c:2]1[cH:3][c:4]([NH2:5])[cH:6][cH:7][cH:8]1.[Cl:11][C:12](=[O:13])[O:14][CH2:15][c:16]1[cH:17][cH:18][cH:19][cH:20][cH:21]1.[Na+:10].[O:22]1[CH2:23][CH2:24][CH2:25][CH2:26]1.[OH-:9]>>[Br:1][c:2]1[cH:3][c:4]([NH:5][C:12](=[O:13])[O:14][CH2:15][c:16]2[cH:17][cH:18][cH:19][cH:20][cH:21]2)[cH:6][cH:7][cH:8]1. The reactants are Nc1cccc(Br)c1, O=C(Cl)OCc1ccccc1, [Na+], C1CCOC1, [OH-]. Yields the product O=C(Nc1cccc(Br)c1)OCc1ccccc1. Starting materials: CCOC(=O)Cc1cc(OCc2ccccc2)cc(C(F)(F)F)c1, CCO. Product: CCOC(=O)Cc1cc(O)cc(C(F)(F)F)c1. Reaction SMILES: [CH2:1]([CH3:2])[O:3][C:4]([CH2:5][c:6]1[cH:7][c:8]([O:16][CH2:17][c:18]2[cH:19][cH:20][cH:21][cH:22][cH:23]2)[cH:9][c:10]([C:12]([F:13])([F:14])[F:15])[cH:11]1)=[O:24].[CH3:25][CH2:26][OH:27]>>[CH2:1]([CH3:2])[O:3][C:4]([CH2:5][c:6]1[cH:7][c:8]([OH:16])[cH:9][c:10]([C:12]([F:13])([F:14])[F:15])[cH:11]1)=[O:24]. Starting materials: [C-]#N, CCO, CCOC(=O)C(C#N)=C1CCc2ccc(Cl)cc21, [K+], O. The product is N#CCC1(C#N)CCc2ccc(Cl)cc21. As a reaction SMILES: [C-:19]#[N:20].[CH3:22][CH2:23][OH:24].[Cl:1][c:2]1[cH:3][cH:4][c:5]2[c:9]([cH:10]1)[C:8](=[C:11]([C:12]([O:13][CH2:14][CH3:15])=[O:16])[C:17]#[N:18])[CH2:7][CH2:6]2.[K+:21].[OH2:25]>>[Cl:1][c:2]1[cH:3][cH:4][c:5]2[c:9]([cH:10]1)[C:8]([CH2:11][C:17]#[N:18])([C:19]#[N:20])[CH2:7][CH2:6]2. The reactants are O (water), [H-].[Al+3].[Li+].[H-].[H-].[H-] (Lithium aluminium hydride), BrC=1C=C(C=O)C=CC1F (3-bromo-4-fluorobenzaldehyde), [H-].[Al+3].[Li+].[H-].[H-].[H-] (lithium aluminium hydride). The solvent is O1CCCC1 (tetrahydrofuran). Reaction conditions: time 2 hour. Product: BrC=1C=C(CO)C=CC1F (3-Bromo-4-fluorobenzyl alcohol). Reaction SMILES: [H-].[Al+3].[Li+].[H-].[H-].[H-].[Br:7][C:8]1[CH:9]=[C:10]([CH:13]=[CH:14][C:15]=1[F:16])[CH:11]=[O:12].O>O1CCCC1>[Br:7][C:8]1[CH:9]=[C:10]([CH:13]=[CH:14][C:15]=1[F:16])[CH2:11][OH:12] |f:0.1.2.3.4.5|. Procedure: Lithium aluminium hydride (0.075 g) was added to a stirred solution of 3-bromo-4-fluorobenzaldehyde (1.2 g) in dry tetrahydrofuran (20 cm3), the temperature being maintained below 5° C. by external cooling. The temperature of the reaction mixture was then allowed to rise to the ambient value (ca 20° C.) and the mixture was stirred for 2 hours; GLC analysis of a withdrawn sample indicated 82% conversion at this time, and further lithium aluminium hydride (0.025 g) was therefore added to the mixtu...